This data is from the Open Reaction Database (ORD), a public repository of structured organic reaction records. The task is: describe an organic reaction: reactants, conditions, products, and yield Reactants: NC=1SC2=NC(=CC=C2N1)C=1C=C(C(=O)OCC)C=CC1 (ethyl 3-(2-aminothiazolo[5,4-b]pyridin-5-yl)benzoate), C1CCOC1 (THF), Cl (HCl), O.[OH-].[Li+] (lithium hydroxide monohydrate). The solvent is O (water), CO (methanol). Run at time 16 hour. Product: NC=1SC2=NC(=CC=C2N1)C=1C=C(C(=O)O)C=CC1 (3-(2-aminothiazolo[5,4-b]pyridin-5-yl)benzoic acid). Yield: 85.3%. As a reaction SMILES: [NH2:1][C:2]1[S:3][C:4]2[C:9]([N:10]=1)=[CH:8][CH:7]=[C:6]([C:11]1[CH:12]=[C:13]([CH:19]=[CH:20][CH:21]=1)[C:14]([O:16]CC)=[O:15])[N:5]=2.C1COCC1.O.[OH-].[Li+].Cl>O.CO>[NH2:1][C:2]1[S:3][C:4]2[C:9]([N:10]=1)=[CH:8][CH:7]=[C:6]([C:11]1[CH:12]=[C:13]([CH:19]=[CH:20][CH:21]=1)[C:14]([OH:16])=[O:15])[N:5]=2 |f:2.3.4|. Procedure details: To a solution of ethyl 3-(2-aminothiazolo[5,4-b]pyridin-5-yl)benzoate (400 mg, 1.34 mmol) in a mixture of water (2.0 mL), THF (2.0 mL) and methanol (2.0 mL) was added lithium hydroxide monohydrate (281 mg, 11.85 mmol). The reaction mixture was stirred at room temperature for 16 h and was neutralized with 1N aqueous HCl until pH=6 (monitored with pH paper). The organic solvent was removed in vacuo and the resulting brown solid was collected and dried to give 310 mg (85% yield) of 3-(2-aminothiazo... Starting materials: C(=O)(C(F)(F)F)O.C(Cl)Cl (TFA DCM), FC1=CC(=C(C=C1)NC(OC(C)(C)C)=O)NC1=NC=C2NC(N(C2=N1)[C@@H]1CCOC2=C(C=CC=C12)F)=O ((R)-tert-butyl 4-fluoro-2-(9-(8-fluorochroman-4-yl)-8-oxo-8,9-dihydro-7H-purin-2-ylamino)phenylcarbamate). Conditions: time 60 minute. The product is NC1=C(C=C(C=C1)F)NC1=NC=C2NC(N(C2=N1)[C@@H]1CCOC2=C(C=CC=C12)F)=O ((R)-2-(2-amino-5-fluorophenylamino)-9-(8-fluorochroman-4-yl)-7H-purin-8(9H)-one). RXN SMILES: C(O)(C(F)(F)F)=O.C(Cl)Cl.[F:11][C:12]1[CH:17]=[CH:16][C:15]([NH:18]C(=O)OC(C)(C)C)=[C:14]([NH:26][C:27]2[N:35]=[C:34]3[C:30]([NH:31][C:32](=[O:47])[N:33]3[C@H:36]3[C:45]4[C:40](=[C:41]([F:46])[CH:42]=[CH:43][CH:44]=4)[O:39][CH2:38][CH2:37]3)=[CH:29][N:28]=2)[CH:13]=1>>[NH2:18][C:15]1[CH:16]=[CH:17][C:12]([F:11])=[CH:13][C:14]=1[NH:26][C:27]1[N:35]=[C:34]2[C:30]([NH:31][C:32](=[O:47])[N:33]2[C@H:36]2[C:45]3[C:40](=[C:41]([F:46])[CH:42]=[CH:43][CH:44]=3)[O:39][CH2:38][CH2:37]2)=[CH:29][N:28]=1 |f:0.1|. Reported procedure: A freshly prepared solution of 30% TFA/DCM (5 mL) was added to (R)-tert-butyl 4-fluoro-2-(9-(8-fluorochroman-4-yl)-8-oxo-8,9-dihydro-7H-purin-2-ylamino)phenylcarbamate and the solution was stirred at room temperature for 60 min then the solvents were removed in vacuo to yield (R)-2-(2-amino-5-fluorophenylamino)-9-(8-fluorochroman-4-yl)-7H-purin-8(9H)-one that was used as such MH+=411. Starting materials: COC=1C=C(C=O)C=CC1OC (3,4-dimethoxybenzaldehyde), C(CC(=O)O)(=O)O (malonic acid), Cl (HCl). The solvent is N1CCCCC1 (piperidine), N1=CC=CC=C1 (pyridine). Conditions: temperature 120 celsius, time 8 hour. The product is COC=1C=C(C=CC1OC)/C=C/C(=O)O ((E)-3-(3,4-dimethoxyphenyl)-2-propenoic acid). The yield is 81.6%. As a reaction SMILES: [CH3:1][O:2][C:3]1[CH:4]=[C:5]([CH:8]=[CH:9][C:10]=1[O:11][CH3:12])[CH:6]=O.C(O)(=O)[CH2:14][C:15]([OH:17])=[O:16].Cl>N1CCCCC1.N1C=CC=CC=1>[CH3:1][O:2][C:3]1[CH:4]=[C:5](/[CH:6]=[CH:14]/[C:15]([OH:17])=[O:16])[CH:8]=[CH:9][C:10]=1[O:11][CH3:12]. Reported procedure: A solution of 3,4-dimethoxybenzaldehyde (5.0 g, 30 mmol) and malonic acid (4.7 g, 45 mmol) in a mixture of piperidine (0.5 mL) and pyridine (15 mL) was heated to 120° C. and stirred overnight. The mixture was cooled to rt and acidified with conc. HCl. The resulting precipitate was filtered and washed with water to give (E)-3-(3,4-dimethoxyphenyl)-2-propenoic acid (5.1 g, 81%) as a pale brown solid; δH (400 MHz, DMSO-d6) 3.78 (s, 3H, OCH3), 3.79 (s, 3H, OCH3), 6.42 (d, J=16.0 Hz, 1H, CH═CHCO2H), ... Starting materials: [H-].[Na+] (NaH), FC1=C(C(=CC=C1)F)C=1NC2=C(N1)C=CC=C2 (2-(2,6-difluorophenyl)benzimidazole), C1(=CC=CC=C1)S(=O)(=O)Cl (benzenesulfonyl chloride). The solvent is C(C)OC(C)=O (ethylacetate), C1CCOC1 (THF). Reaction conditions: time 5 minute. The product is C1(=CC=CC=C1)S(=O)(=O)N1C(=NC2=C1C=CC=C2)C2=C(C=CC=C2F)F (1-benzenesulfonyl-2-(2,6-difluorophenyl)benzimidazole). The yield is 83.0%. As a reaction SMILES: [F:1][C:2]1[CH:7]=[CH:6][CH:5]=[C:4]([F:8])[C:3]=1[C:9]1[NH:10][C:11]2[CH:17]=[CH:16][CH:15]=[CH:14][C:12]=2[N:13]=1.[H-].[Na+].[C:20]1([S:26](Cl)(=[O:28])=[O:27])[CH:25]=[CH:24][CH:23]=[CH:22][CH:21]=1>C1COCC1.C(OC(=O)C)C>[C:20]1([S:26]([N:13]2[C:12]3[CH:14]=[CH:15][CH:16]=[CH:17][C:11]=3[N:10]=[C:9]2[C:3]2[C:4]([F:8])=[CH:5][CH:6]=[CH:7][C:2]=2[F:1])(=[O:28])=[O:27])[CH:25]=[CH:24][CH:23]=[CH:22][CH:21]=1 |f:1.2|. Procedure details: 2-(2,6-difluorophenyl)benzimidazole (Example 12) (0.31 g, 1.34 mmol) dissolved in THF (5 mL) was added to NaH (0.10 g, 190 M%). After 5 min, benzenesulfonyl chloride (0.25 mL, 0.35 g, 2.00 mmol, 150 M%) was added. After stirring for 2 h, the reaction was dissolved in ethylacetate, and washed with NaHCO3 (sat. aq.) and NaCl (sat. aq.). The combined washings were dried (Na2SO4), filtered, and concentrated. The product was purified by flash chromatography eluting with 2% MeOH/CH2Cl2 and then recrys... The reactants are ClC1=C(C=CC(=C1)F)S(=O)(=O)[C@@H]1C[C@H](N(C1)C1=CC(=NN1C1CCOCC1)C)C(=O)NC1(CC1)C#N ((2S,4R)-4-(2-chloro-4-fluorophenylsulfonyl)-N-(1-cyanocyclopropyl)-1-(3-methyl-1-(tetrahydro-2H-pyran-4-yl)-1H-pyrazol-5-yl)pyrrolidine-2-carboxamide), COCCO (2-methoxyethanol). Yields the product C(#N)C1(CC1)NC(=O)[C@H]1N(C[C@@H](C1)S(=O)(=O)C1=C(C=C(C=C1)OCCOC)Cl)C=1N(N=C(C1)C)C1CCOCC1 ((2S,4R)-4-[2-Chloro-4-(2-methoxy-ethoxy)-benzenesulfonyl]-1-[5-methyl-2-(tetrahydro-pyran-4-yl)-2H-pyrazol-3-yl]-pyrrolidine-2-carboxylic acid (1-cyano-cyclopropyl)-amide). As a reaction SMILES: [Cl:1][C:2]1[CH:7]=[C:6](F)[CH:5]=[CH:4][C:3]=1[S:9]([C@H:12]1[CH2:16][N:15]([C:17]2[N:21]([CH:22]3[CH2:27][CH2:26][O:25][CH2:24][CH2:23]3)[N:20]=[C:19]([CH3:28])[CH:18]=2)[C@H:14]([C:29]([NH:31][C:32]2([C:35]#[N:36])[CH2:34][CH2:33]2)=[O:30])[CH2:13]1)(=[O:11])=[O:10].[CH3:37][O:38][CH2:39][CH2:40][OH:41]>>[C:35]([C:32]1([NH:31][C:29]([C@@H:14]2[CH2:13][C@@H:12]([S:9]([C:3]3[CH:4]=[CH:5][C:6]([O:41][CH2:40][CH2:39][O:38][CH3:37])=[CH:7][C:2]=3[Cl:1])(=[O:11])=[O:10])[CH2:16][N:15]2[C:17]2[N:21]([CH:22]3[CH2:27][CH2:26][O:25][CH2:24][CH2:23]3)[N:20]=[C:19]([CH3:28])[CH:18]=2)=[O:30])[CH2:34][CH2:33]1)#[N:36]. Reported procedure: In analogy to the procedure described in example 392, (2S,4R)-4-(2-chloro-4-fluorophenylsulfonyl)-N-(1-cyanocyclopropyl)-1-(3-methyl-1-(tetrahydro-2H-pyran-4-yl)-1H-pyrazol-5-yl)pyrrolidine-2-carboxamide (example 464d) was reacted with 2-methoxyethanol (CAS Reg. No. 109-86-4) to give the title compound as colorless oil. MS (ESI): m/z=592.2 [M+H]+. Reactants: Br.C(C1=CC=CC=C1)C1N(CCCC1)CCOC1=CC=C(C=C1)[N+](=O)[O-] (2-benzyl-1-(2-(4-nitrophenoxy)ethyl)piperidine hydrobromide), CCOCC (Ether). Reagents/catalysts: [Pd] (Pd/C). The solvent is CO (MeOH). Reaction conditions: temperature 25 celsius, time 2 hour. Product: Br.Br.NC1=CC=C(OCCN2C(CCCC2)CC2=CC=CC=C2)C=C1 (1-(2-(4-Aminophenoxy)ethyl)-2-benzylpiperidine dihydrobromide). Yield: 127.4%. RXN SMILES: [BrH:1].[CH2:2]([CH:9]1[CH2:14][CH2:13][CH2:12][CH2:11][N:10]1[CH2:15][CH2:16][O:17][C:18]1[CH:23]=[CH:22][C:21]([N+:24]([O-])=O)=[CH:20][CH:19]=1)[C:3]1[CH:8]=[CH:7][CH:6]=[CH:5][CH:4]=1.CCOCC>CO.[Pd]>[BrH:1].[BrH:1].[NH2:24][C:21]1[CH:20]=[CH:19][C:18]([O:17][CH2:16][CH2:15][N:10]2[CH2:11][CH2:12][CH2:13][CH2:14][CH:9]2[CH2:2][C:3]2[CH:8]=[CH:7][CH:6]=[CH:5][CH:4]=2)=[CH:23][CH:22]=1 |f:0.1,5.6.7|. Reported procedure: A mixture of 2-benzyl-1-(2-(4-nitrophenoxy)ethyl)piperidine hydrobromide (500 mg, 1.19 mmol) and Pd/C (10%, 50 mg, Aldrich) in MeOH (25 mL) was shaken under H2 (20-30 psi, Parr) for 2 h at 25° C. The catalyst was removed by filtration (Celite). The resulting solution was acidified with a dilute solution of HBr in MeOH (pH paper to red). The MeOH was removed in vacuo (rotoevaporator, 35-40° C.) to give a syrup. Ether (45 mL) was added and the resulting mixture was vigorously stirred at 25° C. for...